This data is from the Open Reaction Database (ORD), a public repository of structured organic reaction records. The task is: describe an organic reaction: reactants, conditions, products, and yield Starting materials: CN(C)C(=O)c1cc(F)c(F)cc1[N+](=O)[O-], [H-], [Na+], CN(C)C=O, O=C(O)CC(O)(CC(=O)O)C(=O)O, OCc1ccccc1. The product is CN(C)C(=O)c1cc(OCc2ccccc2)c(F)cc1[N+](=O)[O-]. RXN SMILES: [F:11][c:12]1[cH:13][c:14]([N+:24](=[O:25])[O-:26])[c:15]([C:16](=[O:17])[N:18]([CH3:19])[CH3:20])[cH:21][c:22]1[F:23].[H-:1].[Na+:2].[O:40]=[CH:41][N:42]([CH3:43])[CH3:44].[OH:27][C:28]([CH2:29][C:30]([C:31](=[O:32])[OH:33])([CH2:34][C:35](=[O:36])[OH:37])[OH:38])=[O:39].[OH:3][CH2:4][c:5]1[cH:6][cH:7][cH:8][cH:9][cH:10]1>>[O:3]([CH2:4][c:5]1[cH:6][cH:7][cH:8][cH:9][cH:10]1)[c:22]1[c:12]([F:11])[cH:13][c:14]([N+:24](=[O:25])[O-:26])[c:15]([C:16](=[O:17])[N:18]([CH3:19])[CH3:20])[cH:21]1. The reactants are ClC1=C(CN2C(=C(C3=CC(=CC=C23)O)C2=CC(=CC(=C2)Cl)Cl)C(=O)[O-])C=C2C(=C1)OCO2 (1-(2-chloro-4,5-methylenedioxybenzyl)-3-(3,5-dichlorophenyl)-5-hydroxyindole-2-carboxylate), COC=1C=C(CCl)C=CC1 (3-methoxybenzyl chloride), FC(OC1=CC=C(CBr)C=C1)(F)F (4-trifluoromethoxybenzyl bromide). Procedure details: Following the procedure of Example 26(c)-26(d), except substituting ethyl 1-(2-chloro-4,5-methylenedioxybenzyl)-5-hydroxy-3-phenylindole-2-carboxylate for 1-(2-chloro-4,5-methylenedioxybenzyl)-3-(3,5-dichlorophenyl)-5-hydroxyindole-2-carboxylate and 3-methoxybenzyl chloride for 4-trifluoromethoxybenzyl bromide in step (c), the title compound was prepared as a white solid (64% overall). MS (MH+): 542.4 RXN SMILES: [Cl:1][C:2]1[CH:29]=[C:28]2[O:30][CH2:31][O:32][C:27]2=[CH:26][C:3]=1[CH2:4][N:5]1[C:13]2[C:8](=[CH:9][C:10]([OH:14])=[CH:11][CH:12]=2)[C:7]([C:15]2[CH:20]=[C:19](Cl)[CH:18]=[C:17](Cl)[CH:16]=2)=[C:6]1[C:23]([O-:25])=[O:24].[CH3:33][O:34][C:35]1[CH:36]=[C:37]([CH:40]=[CH:41][CH:42]=1)[CH2:38]Cl.FC(F)(F)OC1C=CC(CBr)=CC=1>>[Cl:1][C:2]1[CH:29]=[C:28]2[O:30][CH2:31][O:32][C:27]2=[CH:26][C:3]=1[CH2:4][N:5]1[C:13]2[C:8](=[CH:9][C:10]([O:14][CH2:38][C:37]3[CH:40]=[CH:41][CH:42]=[C:35]([O:34][CH3:33])[CH:36]=3)=[CH:11][CH:12]=2)[C:7]([C:15]2[CH:16]=[CH:17][CH:18]=[CH:19][CH:20]=2)=[C:6]1[C:23]([OH:25])=[O:24]. The product is ClC1=C(CN2C(=C(C3=CC(=CC=C23)OCC2=CC(=CC=C2)OC)C2=CC=CC=C2)C(=O)O)C=C2C(=C1)OCO2 (1-(2-chloro-4,5-methylenedioxybenzyl)-5-(3-methoxybenzyloxy)-3-phenylindole-2-carboxylic acid). The reactants are CC(C)(C)OC(=O)N1CCCC1CO, C1CCOC1, O=[N+]([O-])c1ccc(C(F)(F)F)c(O)c1, CCOC(=O)N=NC(=O)OCC, c1ccc(P(c2ccccc2)c2ccccc2)cc1. Product: CC(C)(C)OC(=O)N1CCCC1COc1cc([N+](=O)[O-])ccc1C(F)(F)F. As a reaction SMILES: [C:15]([CH3:16])([CH3:17])([CH3:18])[O:19][C:20](=[O:21])[N:22]1[CH:23]([CH2:27][OH:28])[CH2:24][CH2:25][CH2:26]1.[CH2:60]1[O:61][CH2:62][CH2:63][CH2:64]1.[N+:1](=[O:2])([O-:3])[c:4]1[cH:5][cH:6][c:7]([C:11]([F:12])([F:13])[F:14])[c:8]([OH:10])[cH:9]1.[O:48]=[C:49]([O:50][CH2:51][CH3:52])[N:53]=[N:54][C:55]([O:56][CH2:57][CH3:58])=[O:59].[c:29]1([P:30]([c:31]2[cH:32][cH:33][cH:34][cH:35][cH:36]2)[c:37]2[cH:38][cH:39][cH:40][cH:41][cH:42]2)[cH:43][cH:44][cH:45][cH:46][cH:47]1>>[N+:1](=[O:2])([O-:3])[c:4]1[cH:5][cH:6][c:7]([C:11]([F:12])([F:13])[F:14])[c:8]([O:10][CH2:27][CH:23]2[N:22]([C:20]([O:19][C:15]([CH3:16])([CH3:17])[CH3:18])=[O:21])[CH2:26][CH2:25][CH2:24]2)[cH:9]1. Reactants: C(C)OC=C(CCC1=CC=C(C(=O)OC)C=C1)C=C(C#N)C#N (methyl 4-(3-ethoxymethylene-5,5-dicyanopent-4-en-1-yl)benzoate), NC=1NC(C=C(N1)N)=O (2,4-diamino-6(1H)-pyrimidone). The solvent is C(C)(=O)O (acetic acid). Conditions: time 4 hour. Product: NC=1N=C(C2=C(N1)N=CC(=C2)CCC2=CC=C(C(=O)OC)C=C2)O (methyl 4-[2-(2-amino-4-hydroxypyrido[2,3-d]pyrimidin6-yl)-ethyl]benzoate). RXN SMILES: C(O[CH:4]=[C:5]([CH:18]=C(C#N)C#N)[CH2:6][CH2:7][C:8]1[CH:17]=[CH:16][C:11]([C:12]([O:14][CH3:15])=[O:13])=[CH:10][CH:9]=1)C.[NH2:24][C:25]1[NH:26][C:27](=[O:32])[CH:28]=[C:29]([NH2:31])[N:30]=1>C(O)(=O)C>[NH2:24][C:25]1[N:26]=[C:27]([OH:32])[C:28]2[CH:4]=[C:5]([CH2:6][CH2:7][C:8]3[CH:9]=[CH:10][C:11]([C:12]([O:14][CH3:15])=[O:13])=[CH:16][CH:17]=3)[CH:18]=[N:31][C:29]=2[N:30]=1. Reported procedure: Two grams of methyl 4-(3-ethoxymethylene-5,5-dicyanopent-4-en-1-yl)benzoate, 0.93 g of 2,4-diamino-6(1H)-pyrimidone, and 30 mL of acetic acid are heated at reflux with stirring for 4 hours. The reaction mixture is allowed to cool to room temperature and the solid which forms is collected by filtration, washed with water and diethyl ether and dried to yield methyl 4-[2-(2-amino-4-hydroxypyrido[2,3-d]pyrimidin6-yl)-ethyl]benzoate, m.p.>300° C.; IR (KBr) νmax 3320, 2950, 1720, 1657, 1626, 1610, 145... Starting materials: C(C)(=O)C1=CC=CC=C1 (acetophenone), C=O (paraformaldehyde), Cl (hydrochloric acid), CNCC1=CC=CC=C1 (methylbenzylamine), Cl (hydrochloric acid), C=O (paraformaldehyde). The solvent is C(C)O (ethanol). Reaction conditions: temperature 24 celsius, time 8 hour. Product: Cl.CN(CCC(=O)C1=CC=CC=C1)CC1=CC=CC=C1 (3-[methyl(phenylmethyl)amino]-1-phenyl-1-propanone hydrochloride). The yield is 81.8%. RXN SMILES: [CH3:1][NH:2][CH2:3][C:4]1[CH:9]=[CH:8][CH:7]=[CH:6][CH:5]=1.[ClH:10].[C:11]([C:14]1[CH:19]=[CH:18][CH:17]=[CH:16][CH:15]=1)(=[O:13])[CH3:12].[CH2:20]=O>C(O)C>[ClH:10].[CH3:1][N:2]([CH2:3][C:4]1[CH:9]=[CH:8][CH:7]=[CH:6][CH:5]=1)[CH2:20][CH2:12][C:11]([C:14]1[CH:19]=[CH:18][CH:17]=[CH:16][CH:15]=1)=[O:13] |f:5.6|. Reported procedure: To a five liter, 3-necked, round bottom flask equipped with two condensers were added 558.0 g (4.6 mol) methylbenzylamine and 500 ml of ethanol. The solution was stirred while an ethanolic solution of hydrochloric acid (170.0 g of acid dissolved in 2500 ml of ethanol) was added over a one hour period. After hydrochloric acid addition was complete, acetophenone (552.5 g; 4.6 mol) and paraformaldehyde (207.0 g; 6.9 mol) were added. The solution was heated until the liquid began to reflux and then ... The reactants are C(C)(C)(C)OC(=O)N1CCC=2C(=C(N3N=CC=C3N2)O)C(C1)C (10-hydroxy-9-methyl-5,6,8,9-tetrahydro-1,4,7,10a-tetraaza-cyclohepta[f]indene-7-carboxylic acid tert-butyl ester), N1CCC1 (azetidine), amine. Product: N1(CCC1)C=1N2N=CC=C2N=C2C1C(CNCC2)C (10-Azetidin-1-yl-9-methyl-6,7,8,9-tetrahydro-5H-1,4,7,10a-tetraaza-cyclohepta[f]indene). Procedure: The product was prepared using 10-hydroxy-9-methyl-5,6,8,9-tetrahydro-1,4,7,10a-tetraaza-cyclohepta[f]indene-7-carboxylic acid tert-butyl ester in route 1 (from step c to f), in step e (route 1) azetidine was used as the amine. RXN SMILES: C(OC([N:8]1[CH2:22][CH:21]([CH3:23])[C:12]2=[C:13](O)[N:14]3[C:18]([N:19]=[C:11]2[CH2:10][CH2:9]1)=[CH:17][CH:16]=[N:15]3)=O)(C)(C)C.[NH:24]1[CH2:27][CH2:26][CH2:25]1>>[N:24]1([C:13]2[N:14]3[C:18]([N:19]=[C:11]4[CH2:10][CH2:9][NH:8][CH2:22][CH:21]([CH3:23])[C:12]=24)=[CH:17][CH:16]=[N:15]3)[CH2:27][CH2:26][CH2:25]1. The reactants are C1CC2=CC=CC=C2C(=O)C1 (α-Tetralone), Cl.C(C)NCC (diethylamine hydrochloride), C=O (formaldehyde). Reaction conditions: temperature 25 celsius, time 1 hour. The product is Cl.C(C)N(CC)CC1C(C2=CC=CC=C2CC1)=O (2-[(Diethylamino)methyl]-3,4-dihydro-1(2H)-naphthalenone, hydrochloride). Yield: 37.4%. RXN SMILES: [CH2:1]1[CH2:11][C:9](=[O:10])[C:8]2[C:3](=[CH:4][CH:5]=[CH:6][CH:7]=2)[CH2:2]1.[ClH:12].[CH2:13]([NH:15][CH2:16][CH3:17])[CH3:14].[CH2:18]=O>>[ClH:12].[CH2:13]([N:15]([CH2:18][CH:11]1[CH2:1][CH2:2][C:3]2[C:8](=[CH:7][CH:6]=[CH:5][CH:4]=2)[C:9]1=[O:10])[CH2:16][CH3:17])[CH3:14] |f:1.2,4.5|. Procedure details: α-Tetralone (292 g), diethylamine hydrochloride (240 g) and 37% aqueous formaldehyde (220 g) are combined and heated on a steam bath with stirring for 1 hour. The reaction mixture is cooled to 25° C and washed with three 120 ml portions of ether. The aqueous layer is made alkaline with concentrated ammonium chloride and extracted with chloroform. The chloroform is removed under vacuum and the residue taken up in ether. The resulting solution is treated with excess ethereal hydrogen chloride, pro...